Task: describe an organic reaction: reactants, conditions, products, and yield. Dataset: the Open Reaction Database (ORD), a public repository of structured organic reaction records Starting materials: [BH4-].[Na+] (sodium borohydride), C(C1=CC=CC=C1)[C@H]1N(CC[C@@H](C1)N)C(C1=CC(=CC(=C1)Cl)Cl)=O ((2R,4S)-2-benzyl-1-(3,5-dichlorobenzoyl)-4-piperidinamine), N1=CC=C(C2=CC=CC=C12)C=O (quinoline-4-carboxaldehyde), S(=O)(=O)([O-])[O-].[Mg+2] (magnesium sulfate). Solvent: C1(=CC=CC=C1)C (toluene), CO (methanol). The product is C(C1=CC=CC=C1)[C@H]1N(CC[C@@H](C1)NCC1=CC=NC2=CC=CC=C12)C(C1=CC(=CC(=C1)Cl)Cl)=O ((2R,4S)-2-benzyl-1-(3,5-dichlorobenzoyl)-N-(4-quinolylmethyl)-4-piperidinamine). Reaction SMILES: [CH2:1]([C@@H:8]1[CH2:13][C@@H:12]([NH2:14])[CH2:11][CH2:10][N:9]1[C:15](=[O:24])[C:16]1[CH:21]=[C:20]([Cl:22])[CH:19]=[C:18]([Cl:23])[CH:17]=1)[C:2]1[CH:7]=[CH:6][CH:5]=[CH:4][CH:3]=1.[N:25]1[C:34]2[C:29](=[CH:30][CH:31]=[CH:32][CH:33]=2)[C:28]([CH:35]=O)=[CH:27][CH:26]=1.S([O-])([O-])(=O)=O.[Mg+2].[BH4-].[Na+]>C1(C)C=CC=CC=1.CO>[CH2:1]([C@@H:8]1[CH2:13][C@@H:12]([NH:14][CH2:35][C:28]2[C:29]3[C:34](=[CH:33][CH:32]=[CH:31][CH:30]=3)[N:25]=[CH:26][CH:27]=2)[CH2:11][CH2:10][N:9]1[C:15](=[O:24])[C:16]1[CH:21]=[C:20]([Cl:22])[CH:19]=[C:18]([Cl:23])[CH:17]=1)[C:2]1[CH:3]=[CH:4][CH:5]=[CH:6][CH:7]=1 |f:2.3,4.5|. Procedure details: 1.95 g (5.37 mmol) of (2R,4S)-2-benzyl-1-(3,5-dichlorobenzoyl)-4-piperidinamine are reacted in analogy to Example 2g with 0.93 g (5.90 mmol) of quinoline-4-carboxaldehyde and 0.9 g of magnesium sulfate in 18 ml of toluene and subsequently reduced with 223 mg (5.90 mmol) of sodium borohydride in 18 ml of methanol. The title compound ##STR65## is obtained (2.2 g, 82%) as white foam. TLC: methylene chloride/methanol/conc. ammonia (700:50:1) Rf =0.35, FD-MS: M+ =503, 505, [α]D =19.3 (c=l, MeOH), IR:...